Dataset: the Open Reaction Database (ORD), a public repository of structured organic reaction records. Task: describe an organic reaction: reactants, conditions, products, and yield The reactants are Brc1cncnc1, CC(C)(C)OC(=O)N1CC2CC1CN2. Product: CC(C)(C)OC(=O)N1CC2CC1CN2c1cncnc1. RXN SMILES: [Br:15][c:16]1[cH:17][n:18][cH:19][n:20][cH:21]1.[CH:1]12[N:2]([C:8](=[O:9])[O:10][C:11]([CH3:12])([CH3:13])[CH3:14])[CH2:3][CH:4]([NH:5][CH2:6]1)[CH2:7]2>>[CH:1]12[N:2]([C:8](=[O:9])[O:10][C:11]([CH3:12])([CH3:13])[CH3:14])[CH2:3][CH:4]([N:5]([c:16]3[cH:17][n:18][cH:19][n:20][cH:21]3)[CH2:6]1)[CH2:7]2.